This data is from the Open Reaction Database (ORD), a public repository of structured organic reaction records. The task is: describe an organic reaction: reactants, conditions, products, and yield The reactants are CN(C)C1(c2ccccc2)CCC(=O)CC1, CC(=O)O, Clc1ccc2[nH]cc(C3=CCNCC3)c2c1, ClCCCl. Product: CN(C)C1(c2ccccc2)CCC(N2CC=C(c3c[nH]c4ccc(Cl)cc34)CC2)CC1. As a reaction SMILES: [CH3:17][N:18]([C:19]1([c:26]2[cH:27][cH:28][cH:29][cH:30][cH:31]2)[CH2:20][CH2:21][C:22](=[O:25])[CH2:23][CH2:24]1)[CH3:32].[CH3:33][C:34](=[O:35])[OH:36].[Cl:1][c:2]1[cH:3][c:4]2[c:5]([C:11]3=[CH:16][CH2:15][NH:14][CH2:13][CH2:12]3)[cH:6][nH:7][c:8]2[cH:9][cH:10]1.[Cl:37][CH2:38][CH2:39][Cl:40]>>[Cl:1][c:2]1[cH:3][c:4]2[c:5]([C:11]3=[CH:16][CH2:15][N:14]([CH:22]4[CH2:21][CH2:20][C:19]([N:18]([CH3:17])[CH3:32])([c:26]5[cH:27][cH:28][cH:29][cH:30][cH:31]5)[CH2:24][CH2:23]4)[CH2:13][CH2:12]3)[cH:6][nH:7][c:8]2[cH:9][cH:10]1.